From a dataset of the Open Reaction Database (ORD), a public repository of structured organic reaction records. describe an organic reaction: reactants, conditions, products, and yield The reactants are [BH3-]C#N, CCOC1(O[Si](C)(C)C)CC1, CO, CC(=O)O, CC(C)(C)OC(=O)NC1CCNC1, [Na+], [Na+], [OH-]. The product is CC(C)(C)OC(=O)NC1CCN(C2CC2)C1. As a reaction SMILES: [C:25]([BH3-:26])#[N:27].[CH2:14]([O:15][C:17]1([O:16][Si:20]([CH3:21])([CH3:22])[CH3:23])[CH2:18][CH2:19]1)[CH3:24].[CH3:31][OH:32].[CH3:33][C:34](=[O:35])[OH:36].[NH:1]1[CH2:2][CH:3]([NH:6][C:7]([O:8][C:9]([CH3:10])([CH3:11])[CH3:12])=[O:13])[CH2:4][CH2:5]1.[Na+:28].[Na+:30].[OH-:29]>>[N:1]1([CH:17]2[CH2:18][CH2:19]2)[CH2:2][CH:3]([NH:6][C:7]([O:8][C:9]([CH3:10])([CH3:11])[CH3:12])=[O:13])[CH2:4][CH2:5]1. Reactants: C1(=CC=CC=C1)C(C1=CC=CC=C1)OC(=O)C12C(=CC3C2(CC2C(CCC2C1(C3)C=O)C)COC31OC2C(O3)OC(C2OCCCCCC)C1O)C(C)C (8a-[[[6-(hexyloxy)tetrahydro-7-hydroxy-2,5-methanofuro[2, 3-d]-1,3-dioxol-2-yl]oxy]methyl]-4-formyl-4,4a,5,6,7,7a,8,8a-octahydro-7-methyl-3-(1-methylethyl)-1,4-methano-s-indacene-3a(1H)-carboxylic acid diphenylmethyl ester). Reagents/catalysts: [C].[Pd] (palladium-carbon). Solvent: C(C)(=O)OCC (ethyl acetate). Run at time 3 hour. Product: C(CCCCC)OC1C2OC3OC(OC31)(C2O)OCC23CC1C(CCC1C1(C3(C(=CC2C1)C(C)C)C(=O)O)C=O)C (8a-[[[6-(hexyloxy)tetrahydro-7-hydroxy-2,5-methanofuro[2,3-d]-1,3-dioxol-2-yl]oxy]methyl]-4-formyl-4,4a,5,6,7,7a,8,8a-octahydro-7-methyl-3-(1-methylethyl)-1,4-methano-s-indacene-3a(1H)-carboxylic acid). Isolated yield 54.9%. Reaction SMILES: C1(C([O:14][C:15]([C:17]23[C:28]4([CH:30]=[O:31])[CH2:29][CH:20]([C:21]2([CH2:33][O:34][C:35]25[CH:50]([OH:51])[CH:41]6[CH:42]([O:43][CH2:44][CH2:45][CH2:46][CH2:47][CH2:48][CH3:49])[CH:37]([CH:38]([O:40]6)[O:39]2)[O:36]5)[CH2:22][CH:23]2[CH:27]4[CH2:26][CH2:25][CH:24]2[CH3:32])[CH:19]=[C:18]3[CH:52]([CH3:54])[CH3:53])=[O:16])C2C=CC=CC=2)C=CC=CC=1>C(OCC)(=O)C.[C].[Pd]>[CH2:44]([O:43][CH:42]1[CH:37]2[CH:38]3[O:39][C:35]([O:34][CH2:33][C:21]45[CH:20]6[CH2:29][C:28]([CH:30]=[O:31])([C:17]4([C:15]([OH:16])=[O:14])[C:18]([CH:52]([CH3:53])[CH3:54])=[CH:19]6)[CH:27]4[CH:23]([CH:24]([CH3:32])[CH2:25][CH2:26]4)[CH2:22]5)([CH:50]([OH:51])[CH:41]1[O:40]3)[O:36]2)[CH2:45][CH2:46][CH2:47][CH2:48][CH3:49] |f:2.3|. Reported procedure: 14.1 mg of compound (46) was dissolved in 1.9 ml of ethyl acetate and allowed to react in the presence of a catalytic amount of 10% palladium-carbon under stirring under a hydrogen atmosphere at room temperature for 3 hours. The reaction solution was filtered, and the filtrate was concentrated in vacuo. The reaction product was charged onto a silica gel column (Kieselgel 60, Merck, 1.5φ×15 cm) and eluted with n-hexane-ethyl acetate (3:1) to give 6.0 mg of compound (47) as a colorless oily substa... Starting materials: N1N=C(C2=CC=CC=C12)\C=C\1/OC2=C(C1=O)C=CC(=C2CCCCC2CCN(CC2)C(=O)OC(C)(C)C)OC (tert-butyl (Z)-4-(4-{2-[(1H-indazol-3-yl)methylene]-6-methoxy-3-oxo-2,3-dihydrobenzofuran-7-yl}butyl)piperidine-1-carboxylate), solution, Cl (hydrogen chloride). The solvent is C(Cl)Cl (methylene chloride), O1CCOCC1 (1,4-dioxane). Run at time 2 hour. Product: N1N=C(C2=CC=CC=C12)\C=C\1/OC2=C(C1=O)C=CC(=C2CCCCC2CCNCC2)OC ((Z)-2-[(1H-indazol-3-yl)methylene]-6-methoxy-7-[4-(piperidin-4-yl)butyl]benzofuran-3(2H)-one). Yield: 65.9%. As a reaction SMILES: [NH:1]1[C:9]2[C:4](=[CH:5][CH:6]=[CH:7][CH:8]=2)[C:3](/[CH:10]=[C:11]2\[O:12][C:13]3[C:20]([CH2:21][CH2:22][CH2:23][CH2:24][CH:25]4[CH2:30][CH2:29][N:28](C(OC(C)(C)C)=O)[CH2:27][CH2:26]4)=[C:19]([O:38][CH3:39])[CH:18]=[CH:17][C:14]=3[C:15]\2=[O:16])=[N:2]1.Cl>C(Cl)Cl.O1CCOCC1>[NH:1]1[C:9]2[C:4](=[CH:5][CH:6]=[CH:7][CH:8]=2)[C:3](/[CH:10]=[C:11]2\[O:12][C:13]3[C:20]([CH2:21][CH2:22][CH2:23][CH2:24][CH:25]4[CH2:26][CH2:27][NH:28][CH2:29][CH2:30]4)=[C:19]([O:38][CH3:39])[CH:18]=[CH:17][C:14]=3[C:15]\2=[O:16])=[N:2]1. Procedure details: A solution of tert-butyl (Z)-4-(4-{2-[(1H-indazol-3-yl)methylene]-6-methoxy-3-oxo-2,3-dihydrobenzofuran-7-yl}butyl)piperidine-1-carboxylate (0.0454 g, 0.0854 mmol) in methylene chloride (3 mL) was added with a 4 M solution of hydrogen chloride in 1,4-dioxane (3 mL), and the mixture was stirred at room temperature for 2 hours. The reaction mixture was concentrated, the resulting residue was added with saturated aqueous sodium hydrogencarbonate, and the mixture was extracted with ethyl acetate. Th... Starting materials: IC=1C=CC(=NC1)N1CCNCC1 (1-(5-iodopyridin-2-yl)-piperazine), CN(C)CC1=CNC2=NC=CC=C21 (3-(N,N-dimethylaminomethyl)-1H-pyrrolo[2,3-b]pyridine). The solvent is C1(=CC=CC=C1)C (toluene). Yields the product IC=1C=CC(=NC1)N1CCN(CC1)CC1=CNC2=NC=CC=C21 (3-[4-(5-iodopyridin-2-yl)-piperazin-1-yl]methyl-1H-pyrrolo[2,3-b]pyridine). Yield: 88.0%. Reaction SMILES: [I:1][C:2]1[CH:3]=[CH:4][C:5]([N:8]2[CH2:13][CH2:12][NH:11][CH2:10][CH2:9]2)=[N:6][CH:7]=1.CN([CH2:17][C:18]1[C:26]2[C:21](=[N:22][CH:23]=[CH:24][CH:25]=2)[NH:20][CH:19]=1)C>C1(C)C=CC=CC=1>[I:1][C:2]1[CH:3]=[CH:4][C:5]([N:8]2[CH2:9][CH2:10][N:11]([CH2:17][C:18]3[C:26]4[C:21](=[N:22][CH:23]=[CH:24][CH:25]=4)[NH:20][CH:19]=3)[CH2:12][CH2:13]2)=[N:6][CH:7]=1. Reported procedure: To a solution of 1-(5-iodopyridin-2-yl)-piperazine (100 mg, 0.34 mmol) in toluene (2 mL) (prepared in Example 2(b)) was added 3-(N,N-dimethylaminomethyl)-1H-pyrrolo[2,3-b]pyridine (58 mg, 0.32 mmol) (prepared in Example 1(a)). The mixture was heated at reflux over night and then allowed to cool to room temperature. The resulting solid was filtered and dried in vacuo to give 3-[4-(5-iodopyridin-2-yl)-piperazin-1-yl]methyl-1H-pyrrolo[2,3-b]pyridine as a colourless solid (118 mg, 79%). δH(300 MHz D... The reactants are Cl (HCl), O1CCOCC1 (dioxane), ClC1=C(C(=NC=C1)CC)CSC1=NC(=CC(=N1)O)C(F)(F)F (2-{[(4-chloro-2-ethylpyridin-3-yl)methyl]sulfanyl}-6-(trifluoromethyl)pyrimidin-4-ol). The solvent is CO (methanol). Reaction conditions: time 30 minute. Product: Cl.ClC1=C(C(=NC=C1)CC)CSC1=NC(=CC(=N1)O)C(F)(F)F (2-{[(4-chloro-2-ethylpyridin-3-yl)methyl]sulfanyl}-6-(trifluoromethyl)pyrimidin-4-ol hydrochloride). Yield: 175.5%. Reaction SMILES: [Cl:1][C:2]1[CH:7]=[CH:6][N:5]=[C:4]([CH2:8][CH3:9])[C:3]=1[CH2:10][S:11][C:12]1[N:17]=[C:16]([OH:18])[CH:15]=[C:14]([C:19]([F:22])([F:21])[F:20])[N:13]=1.Cl.O1CCOCC1>CO>[ClH:1].[Cl:1][C:2]1[CH:7]=[CH:6][N:5]=[C:4]([CH2:8][CH3:9])[C:3]=1[CH2:10][S:11][C:12]1[N:17]=[C:16]([OH:18])[CH:15]=[C:14]([C:19]([F:22])([F:20])[F:21])[N:13]=1 |f:4.5|. Reported procedure: 2-{[(4-chloro-2-ethylpyridin-3-yl)methyl]sulfanyl}-6-(trifluoromethyl)pyrimidin-4-ol (165 mg, 472 μmol) was stirred in methanol (20 mL) and a solution of 4 N HCl in dioxane (180 μL, 708 μmol) was added dropwise at 0° C. The mixture was stirred for 30 minutes at room temperature. The solvent was removed by evaporation, and the residue was triturated with diethyl ether and dried in vacuo to afford 2-{[(4-chloro-2-ethylpyridin-3-yl)methyl]sulfanyl}-6-(trifluoromethyl)pyrimidin-4-ol hydrochloride (1... The reactants are CN(C)C=O, CCC(Br)c1cc2cc(F)ccc2[nH]1, [N-]=[N+]=[N-], [Na+], O. Product: CCC(N=[N+]=[N-])c1cc2cc(F)ccc2[nH]1. As a reaction SMILES: [CH3:20][N:21]([CH3:22])[CH:23]=[O:24].[F:1][c:2]1[cH:3][c:4]2[cH:5][c:6]([CH:11]([CH2:12][CH3:13])[Br:14])[nH:7][c:8]2[cH:9][cH:10]1.[N-:16]=[N+:17]=[N-:18].[Na+:15].[OH2:19]>>[F:1][c:2]1[cH:3][c:4]2[cH:5][c:6]([CH:11]([CH2:12][CH3:13])[N:16]=[N+:17]=[N-:18])[nH:7][c:8]2[cH:9][cH:10]1. The reactants are ClC1=C(C(=O)O)C=CC(=N1)C(F)(F)F (2-chloro-6-(trifluoromethyl)nicotinic acid), C(=O)([O-])[O-].[K+].[K+] (K2CO3), CC(=O)C (acetone), ClC1=C(C(=O)OC)C=CC(=N1)C(F)(F)F (Methyl 2-chloro-6-(trifluoromethyl)nicotinate), IC (iodomethane). Product: OC1=C(C(N(C2=NC(=CC=C12)C(F)(F)F)C)=O)C(=O)OCC (Ethyl 4-hydroxy-1-methyl-2-oxo-7-(trifluoromethyl)-1,2-dihydro-1,8-naphthyridine-3-carboxylate). As a reaction SMILES: Cl[C:2]1[N:11]=[C:10]([C:12]([F:15])([F:14])[F:13])[CH:9]=[CH:8][C:3]=1[C:4]([O:6]C)=O.Cl[C:17]1[N:25]=[C:24](C(F)(F)F)C=C[C:18]=1[C:19]([OH:21])=[O:20].C([O-])([O-])=[O:31].[K+].[K+].IC.[CH3:38][C:39](C)=O>>[OH:6][C:4]1[C:3]2[C:2](=[N:11][C:10]([C:12]([F:15])([F:14])[F:13])=[CH:9][CH:8]=2)[N:25]([CH3:24])[C:17](=[O:31])[C:18]=1[C:19]([O:21][CH2:38][CH3:39])=[O:20] |f:2.3.4|. Reported procedure: Methyl 2-chloro-6-(trifluoromethyl)nicotinate. To a mixture of 2-chloro-6-(trifluoromethyl)nicotinic acid (available from Fluorochem Products, West Columbia, S.C.) (6.66 g) and K2CO3 (15.7 g, 114 mmol) in acetone (125 mL) was added iodomethane (2.60 mL, 41.7 mmol) dropwise with stirring at room temperature under a nitrogen atmosphere. The reaction mixture was stirred at 35° C. for 18 hours and was then filtered through a plug of Celite®. The filtrate was evaporated under reduced pressure to give... Reactants: [N+](=O)([O-])C=1C=C(CCl)C=CC1 (3-nitrobenzyl chloride), N1CCCCC1 (piperidine), O (water). Solvent: C1CCOC1 (THF). Conditions: time 20 hour. Yields the product [N+](=O)([O-])C=1C=C(CN2CCCCC2)C=CC1 (1-(3-nitrobenzyl)piperidine). As a reaction SMILES: [N+:1]([C:4]1[CH:5]=[C:6]([CH:9]=[CH:10][CH:11]=1)[CH2:7]Cl)([O-:3])=[O:2].[NH:12]1[CH2:17][CH2:16][CH2:15][CH2:14][CH2:13]1.O>C1COCC1>[N+:1]([C:4]1[CH:5]=[C:6]([CH:9]=[CH:10][CH:11]=1)[CH2:7][N:12]1[CH2:17][CH2:16][CH2:15][CH2:14][CH2:13]1)([O-:3])=[O:2]. Reported procedure: In THF (250 ml) was dissolved 3-nitrobenzyl chloride (25.0 g), and to the mixture was added piperidine (36 ml). The reaction mixture was stirred at room temperature for 20 hours. To the mixture was added water (500 ml), and the mixture was extracted with ethyl acetate. The organic layer was washed with saturated sodium chloride solution, dried with anhydrous sodium sulfate, and concentrated under reduced pressure. The residue was separated and purified with column chromatography (ethyl acetate) ...